Dataset: the Open Reaction Database (ORD), a public repository of structured organic reaction records. Task: describe an organic reaction: reactants, conditions, products, and yield Product: CC(=O)OC1CCOCC1OC(C)=O. RXN SMILES: [C:1]([CH3:2])(=[O:3])[O:4][CH:5]1[CH2:6][O:7][CH:8]=[CH:9][CH:10]1[O:11][C:12]([CH3:13])=[O:14].[CH3:15][OH:16]>>[C:1]([CH3:2])(=[O:3])[O:4][CH:5]1[CH2:6][O:7][CH2:8][CH2:9][CH:10]1[O:11][C:12]([CH3:13])=[O:14]. The reactants are CC(=O)OC1C=COCC1OC(C)=O, CO. Reactants: [Br-], CC[Mg+], CCOCC, Cc1nn(-c2ccccn2)c2nc3ccccc3c(Cl)c12, C1CCOC1, O. Product: CCc1c2ccccc2nc2c1c(C)nn2-c1ccccn1. As a reaction SMILES: [Br-:22].[CH2:23]([CH3:24])[Mg+:25].[CH3:26][CH2:27][O:28][CH2:29][CH3:30].[Cl:1][c:2]1[c:3]2[c:4]([n:5][c:6]3[cH:7][cH:8][cH:9][cH:10][c:11]13)[n:12](-[c:16]1[n:17][cH:18][cH:19][cH:20][cH:21]1)[n:13][c:14]2[CH3:15].[O:32]1[CH2:33][CH2:34][CH2:35][CH2:36]1.[OH2:31]>>[c:2]1([CH2:23][CH3:24])[c:3]2[c:4]([n:5][c:6]3[cH:7][cH:8][cH:9][cH:10][c:11]13)[n:12](-[c:16]1[n:17][cH:18][cH:19][cH:20][cH:21]1)[n:13][c:14]2[CH3:15]. Reactants: CC(C=O)CCCCCCCCC (2-Methylundecanal), C(COCCOCCOCCO)O (tetraethylene glycol). Reagents/catalysts: [Pd] (Pd/C). Reaction conditions: temperature 200 celsius, time 3 hour. Yields the product CC(C=O)CCCCCCCCC.C(COCCOCCOCCO)O (2-Methylundecanal Tetraethylene Glycol). Reaction SMILES: [CH3:1][CH:2]([CH2:5][CH2:6][CH2:7][CH2:8][CH2:9][CH2:10][CH2:11][CH2:12][CH3:13])[CH:3]=[O:4].[CH2:14]([OH:26])[CH2:15][O:16][CH2:17][CH2:18][O:19][CH2:20][CH2:21][O:22][CH2:23][CH2:24][OH:25]>[Pd]>[CH3:1][CH:2]([CH2:5][CH2:6][CH2:7][CH2:8][CH2:9][CH2:10][CH2:11][CH2:12][CH3:13])[CH:3]=[O:4].[CH2:24]([OH:25])[CH2:23][O:22][CH2:21][CH2:20][O:19][CH2:18][CH2:17][O:16][CH2:15][CH2:14][OH:26] |f:3.4|. Procedure: 2-Methylundecanal (4.61 g, 5.55 ml, 0.025 mol), tetraethylene glycol (97.1 g, 86.3 ml, 0.5 mol) and 10% Pd/C (0.3 g, 6.5 wt % to n-decanal) are charged to a 150 ml Parr reactor. The system is purged with nitrogen three times. Then 500 psi of hydrogen is charged, the reactor is heated to 200° C., and the hydrogen pressure is adjusted to 1000 psi. After 3 hours at 200° C. and 1000 psi, GC analysis shows 99.5% conversion of 2-methyl-undecanal and detect 11-methyl-3,6,9,12-tetraoxa-1-tricosanol (82.... Reactants: CCNCC, Cl, Cl, Cl, O=N[O-], COc1cc(Cc2cnc(N)nc2N)cc(OC)c1N, [Na+], O. Yields the product CCN(CC)N=Nc1c(OC)cc(Cc2cnc(N)nc2N)cc1OC. RXN SMILES: [CH2:28]([CH3:29])[NH:30][CH2:31][CH3:32].[ClH:1].[ClH:23].[ClH:2].[N:24]([O-:25])=[O:26].[NH2:3][c:4]1[n:5][cH:6][c:7]([CH2:11][c:12]2[cH:13][c:14]([O:21][CH3:22])[c:15]([NH2:20])[c:16]([O:18][CH3:19])[cH:17]2)[c:8]([NH2:10])[n:9]1.[Na+:27].[OH2:33]>>[NH2:3][c:4]1[n:5][cH:6][c:7]([CH2:11][c:12]2[cH:13][c:14]([O:21][CH3:22])[c:15]([N:20]=[N:24][N:30]([CH2:28][CH3:29])[CH2:31][CH3:32])[c:16]([O:18][CH3:19])[cH:17]2)[c:8]([NH2:10])[n:9]1. The reactants are [BH4-].[Na+] (sodium borohydride), ClC1=CC=C(C(CN2C=3N(C4=C2C=CC=C4)CCCN3)=O)C=C1 (10-(4-chlorophenacyl)-2,3,4,10-tetrahydropyrimidino[1,2-a]benzimidazole), Cl (hydrochloric acid). Run in C(C)O (ethanol). Reaction conditions: time 1 hour. Yields the product OC(CN1C=2N(C3=C1C=CC=C3)CCCN2)C2=CC=C(C=C2)Cl (10-[2-Hydroxy-2-(4-chlorophenyl)ethyl]-2,3,4,10-tetrahydropyrimidino[1,2-a]benzimidazole). RXN SMILES: [BH4-].[Na+].[Cl:3][C:4]1[CH:25]=[CH:24][C:7]([C:8](=[O:23])[CH2:9][N:10]2[C:14]3[CH:15]=[CH:16][CH:17]=[CH:18][C:13]=3[N:12]3[CH2:19][CH2:20][CH2:21][N:22]=[C:11]23)=[CH:6][CH:5]=1.Cl>C(O)C>[OH:23][CH:8]([C:7]1[CH:6]=[CH:5][C:4]([Cl:3])=[CH:25][CH:24]=1)[CH2:9][N:10]1[C:14]2[CH:15]=[CH:16][CH:17]=[CH:18][C:13]=2[N:12]2[CH2:19][CH2:20][CH2:21][N:22]=[C:11]12 |f:0.1|. Reported procedure: Add 0.35 g (9.3 mmol) of sodium borohydride in small portions, with vigorous stirring, to a suspension of 3.0 g (9.3 mmol) of 10-(4-chlorophenacyl)-2,3,4,10-tetrahydropyrimidino[1,2-a]benzimidazole (obtained in Example 50) in 20 ml of ethanol. Maintain stirring for one hour and leave for 12 hours at room temperature. Acidify with hydrochloric acid, and evaporate the reaction mixture. Treat the residue with ammonium hydroxide and extract with chloroform. The organic phase obtained is passed over ... Reactants: ClC1=CC=C(S1)C(=O)NC[C@H]1CN(C(O1)=O)C1=CC=C(C=C1)N1C([C@@H](CC1)NC(OC(C)(C)C)=O)=O (tert-butyl (3R)-1-{4-[(5S)-5-({[(5-chloro-2-thienyl)carbonyl]amino}methyl)-2-oxo-1,3-oxazolidin-3-yl]phenyl}-2-oxo-3-pyrrolidinylcarbamate), FC(C(=O)O)(F)F (trifluoroacetic acid). Run in C(Cl)Cl (methylene chloride). Run at time 1 hour. Yields the product FC(C(=O)O)(F)F.N[C@H]1C(N(CC1)C1=CC=C(C=C1)N1C(O[C@H](C1)CNC(=O)C=1SC(=CC1)Cl)=O)=O (N-[((5S)-3-{4-[(3R)-3-Amino-2-oxo-1-pyrrolidinyl]phenyl}-2-oxo-1,3-oxazolidin-5-yl)methyl]-5-chloro-2-thiophenecarboxamide trifluoroacetate). As a reaction SMILES: [Cl:1][C:2]1[S:6][C:5]([C:7]([NH:9][CH2:10][C@@H:11]2[O:15][C:14](=[O:16])[N:13]([C:17]3[CH:22]=[CH:21][C:20]([N:23]4[CH2:27][CH2:26][C@@H:25]([NH:28]C(=O)OC(C)(C)C)[C:24]4=[O:36])=[CH:19][CH:18]=3)[CH2:12]2)=[O:8])=[CH:4][CH:3]=1.[F:37][C:38]([F:43])([F:42])[C:39]([OH:41])=[O:40]>C(Cl)Cl>[F:37][C:38]([F:43])([F:42])[C:39]([OH:41])=[O:40].[NH2:28][C@@H:25]1[CH2:26][CH2:27][N:23]([C:20]2[CH:21]=[CH:22][C:17]([N:13]3[CH2:12][C@H:11]([CH2:10][NH:9][C:7]([C:5]4[S:6][C:2]([Cl:1])=[CH:3][CH:4]=4)=[O:8])[O:15][C:14]3=[O:16])=[CH:18][CH:19]=2)[C:24]1=[O:36] |f:3.4|. Procedure: 97 mg (0.181 mmol) of tert-butyl (3R)-1-{4-[(5S)-5-({[(5-chloro-2-thienyl)carbonyl]amino}methyl)-2-oxo-1,3-oxazolidin-3-yl]phenyl}-2-oxo-3-pyrrolidinylcarbamate are suspended in 4 ml of methylene chloride, 1.5 ml of trifluoroacetic acid are added and the mixture is stirred at room temperature for 1 hour. The mixture is then concentrated under reduced pressure and the residue is purified on an RP-HPLC (acetonitrile/water/0.1% TFA gradient). Evaporation of the appropriate fraction gives 29 mg (37%... Solvent: Cl (hydrochloric acid), C(C)O (ethanol). The reactants are CC1(C(C2=C(C(=CC(=C2C1=O)C)C)C)=O)C (2,2,4,6,7-pentamethylindan-1,3-dione), C1=CC=CC=C1 (benzene). Procedure details: To a mixture of 100 g of 7% Zn/Hg in 200 ml of 20% hydrochloric acid and 70 ml of ethanol was added 22.32 g of the 2,2,4,6,7-pentamethylindan-1,3-dione with stirring. After refluxing for 6 hours, the reaction mixture was added 100 ml of benzene and refluxed for 1 hour. The reaction mixture was cooled to room temperature and extracted with diethyl ether. The combined organic layer was dried over anhydrous magnesium sulfate, filtered and evaporated under reduced pressure. The residue was purified ... Product: CC1(CC2=C(C(=CC(=C2C1)C)C)C)C (2,2,4,6,7-Pentamethylindane). Reaction SMILES: [CH3:1][C:2]1([CH3:16])[C:10](=O)[C:9]2[C:4](=[C:5]([CH3:14])[C:6]([CH3:13])=[CH:7][C:8]=2[CH3:12])[C:3]1=O.C1C=CC=CC=1>Cl.C(O)C>[CH3:1][C:2]1([CH3:16])[CH2:10][C:9]2[C:4](=[C:5]([CH3:14])[C:6]([CH3:13])=[CH:7][C:8]=2[CH3:12])[CH2:3]1. Yield: 80.6%.